From a dataset of the Open Reaction Database (ORD), a public repository of structured organic reaction records. describe an organic reaction: reactants, conditions, products, and yield Reactants: CC=1N=COC1C=O (4-methyl-5-oxazolecarbaldehyde), O1C(=CC=C1)[Li] (2-furyllithium). Yields the product O1C(=CC=C1)C(O)C1=C(N=CO1)C (1-(2-Furyl)-1-(4-methyl-5-oxazolyl)methanol). RXN SMILES: [CH3:1][C:2]1[N:3]=[CH:4][O:5][C:6]=1[CH:7]=[O:8].[O:9]1[CH:13]=[CH:12][CH:11]=[C:10]1[Li]>>[O:9]1[CH:13]=[CH:12][CH:11]=[C:10]1[CH:7]([C:6]1[O:5][CH:4]=[N:3][C:2]=1[CH3:1])[OH:8]. Reported procedure: The title compound was prepared from 4-methyl-5-oxazolecarbaldehyde and 2-furyllithium using the method of Example 28. M.p. 52°-54° C. The reactants are C=CC=C (butadiene), S1(=O)(=O)CCCC1 (sulfolane), SPC 118, mixture. The solvent is 65. Run at temperature 100 celsius, time 6 hour. Yields the product C=CC(C)O (1-butene-3-ol), C(C=CC)O (2-butene-1-ol). Isolated yield 26.0%. RXN SMILES: [CH2:1]=[CH:2][CH:3]=[CH2:4].S1(CCCC1)(=O)=[O:6]>>[CH2:1]=[CH:2][CH:3]([OH:6])[CH3:4].[CH2:1]([OH:6])[CH:2]=[CH:3][CH3:4]. Procedure details: In accordance with Example 1, a homogeneous solution of 6.2 grams (0.11 moles) of butadiene and 100 milliliters of a 65 volume percent aqueous sulfolane solution were reacted in the presence of a cation exchanger sold under the trademark Lewatit SPC 118 at a temperature of 100° C. After agitating at 100° C. for 6 hours, 76 percent of the mixture had reacted. A yield of 60 percent 1-butene-3-ol and a yield of 26 percent 2-butene-1-ol (crotylalcohol) was obtained. The reactants are S(c1ccccc1)(N(S(c1ccccc1)(=O)=O)F)(=O)=O, C1[C@H]([C@H]2[C@@H]([C@@]1(COC(=O)C)O)OC(O2)(C)C)N1C(c2c(C1=O)cccc2)=O. The reagents and catalysts are c1ccc(cc1)-c2c3ccccc3cc4ccccc24 (9-Phenylanthracene). Solvent: C1CCOC1 (THF). Run at temperature 25 celsius, time 18 hour. Product: CC(=O)OC[C@@]1(F)C[C@H]([C@@H]2OC(C)(C)O[C@H]12)N3C(=O)c4ccccc4C3=O. Reaction SMILES: [CH3:1][C:2]([O:4][CH2:5][C@:6]1([C@H:15]([C@@H:9]2[C@H:8]([N:16]3[C:25](=[O:26])[c:24]([c:19]4[C:17]3=[O:18])[cH:23][cH:22][cH:21][cH:20]4)[CH2:7]1)[O:14][C:11]([CH3:13])([CH3:12])[O:10]2)O)=[O:3].[F:27]N(S(c1ccccc1)(=O)=O)S(c2ccccc2)(=O)=O>>[CH3:1][C:2]([O:4][CH2:5][C@@:6]1([C@H:15]([C@@H:9]2[C@H:8]([N:16]3[C:25](=[O:26])[c:24]([c:19]4[C:17]3=[O:18])[cH:23][cH:22][cH:21][cH:20]4)[CH2:7]1)[O:14][C:11]([CH3:13])([CH3:12])[O:10]2)[F:27])=[O:3]. Procedure details: In a similar procedure to Example 1, Stage 2, ethyl 7-(1,1-difluoroethyl)-6-fluoro-2-trifluoromethyl-[1,8]-naphthyridine-3-carboxylate was hydrolysed to the required naphthyridine carboxylic acid as a colourless solid. 1H NMR (CDCl3) δ: 9.15 (1H, s), 8.80 (1H, d), 2.20 (3H, t). Molecular ion: (MH)+325.) RXN SMILES: [F:1][C:2]([C:5]1[N:14]=[C:13]2[C:8]([CH:9]=[C:10]([C:19]([O:21]CC)=[O:20])[C:11]([C:15]([F:18])([F:17])[F:16])=[N:12]2)=[CH:7][C:6]=1[F:24])([F:4])[CH3:3].N1C2C(=CC=CN=2)C=CC=1C(O)=O>>[F:4][C:2]([C:5]1[N:14]=[C:13]2[C:8]([CH:9]=[C:10]([C:19]([OH:21])=[O:20])[C:11]([C:15]([F:17])([F:18])[F:16])=[N:12]2)=[CH:7][C:6]=1[F:24])([F:1])[CH3:3]. Yields the product FC(C)(F)C1=C(C=C2C=C(C(=NC2=N1)C(F)(F)F)C(=O)O)F (7-(1,1-difluoroethyl)-6-fluoro-2-trifluoromethyl-[1,8]-naphthyridine-3-carboxylic acid). The reactants are FC(C)(F)C1=C(C=C2C=C(C(=NC2=N1)C(F)(F)F)C(=O)OCC)F (ethyl 7-(1,1-difluoroethyl)-6-fluoro-2-trifluoromethyl-[1,8]-naphthyridine-3-carboxylate), N1=C(C=CC2=CC=CN=C12)C(=O)O (naphthyridine carboxylic acid). The reactants are NC1=C(C(C(=O)O)=CC=C1)O (3-aminosalicylic acid), ClC(=O)C1(N(CCC1)C(=O)OCC1=CC=CC=C1)C (benzyl 2-(chlorocarbonyl)-2-methylpyrrolidine-1-carboxylate). Product: C(C1=CC=CC=C1)OC(=O)N1C(CCC1)(C)C=1OC2=C(N1)C=CC=C2C(=O)O (2-(1-(Benzyloxycarbonyl)-2-methylpyrrolidin-2-yl)benzo[d]oxazole-7-carboxylic acid). RXN SMILES: [NH2:1][C:2]1[CH:10]=[CH:9][CH:8]=[C:4]([C:5]([OH:7])=[O:6])[C:3]=1[OH:11].Cl[C:13]([C:15]1([CH3:30])[CH2:19][CH2:18][CH2:17][N:16]1[C:20]([O:22][CH2:23][C:24]1[CH:29]=[CH:28][CH:27]=[CH:26][CH:25]=1)=[O:21])=O>>[CH2:23]([O:22][C:20]([N:16]1[CH2:17][CH2:18][CH2:19][C:15]1([C:30]1[O:11][C:3]2[C:4]([C:5]([OH:7])=[O:6])=[CH:8][CH:9]=[CH:10][C:2]=2[N:1]=1)[CH3:13])=[O:21])[C:24]1[CH:25]=[CH:26][CH:27]=[CH:28][CH:29]=1. Procedure: 2-(1-(Benzyloxycarbonyl)-2-methylpyrrolidin-2-yl)benzo[d]oxazole-7-carboxylic acid is prepared from 3-aminosalicylic acid and benzyl 2-(chlorocarbonyl)-2-methylpyrrolidine-1-carboxylate using identical conditions described in Example 3A. MS (ESI) m/e 381 [M+H]+. The reactants are O[C@@H]1C[C@H]2CC[C@H]3[C@]4(CC[C@H](/C=C/C=O)[C@]4(CC[C@@H]3[C@]2(CC1)C)C)O ((E)-3β,14β-dihydroxy-5β-pregn-20-ene-21-carboxaldehyde), C(O)(O)=O.NNC(=N)N (aminoguanidine hydrogencarbonate), Cl (HCl). Run in O1CCOCC1 (dioxane), O (water), O1CCOCC1 (dioxane). Yields the product N(C(=N)N)\N=C\C=C\[C@@H]1[C@]2(C)[C@](CC1)([C@@H]1CC[C@@H]3C[C@H](CC[C@]3(C)[C@H]1CC2)O)O ((E,E)-17β-(3-Guanidinoimino-1-propenyl)-5β-androstane-3β,14β-diol). Isolated yield 65.4%. As a reaction SMILES: C(=O)(O)O.[NH2:5][NH:6][C:7]([NH2:9])=[NH:8].Cl.[OH:11][C@H:12]1[CH2:32][CH2:31][C@@:30]2([CH3:33])[C@H:14]([CH2:15][CH2:16][C@@H:17]3[C@@H:29]2[CH2:28][CH2:27][C@@:26]2([CH3:34])[C@:18]3([OH:35])[CH2:19][CH2:20][C@@H:21]2/[CH:22]=[CH:23]/[CH:24]=O)[CH2:13]1>O.O1CCOCC1>[NH:6](/[N:5]=[CH:24]/[CH:23]=[CH:22]/[C@H:21]1[CH2:20][CH2:19][C@:18]2([OH:35])[C@H:17]3[C@H:29]([CH2:28][CH2:27][C@:26]12[CH3:34])[C@:30]1([CH3:33])[C@@H:14]([CH2:13][C@@H:12]([OH:11])[CH2:32][CH2:31]1)[CH2:15][CH2:16]3)[C:7]([NH2:9])=[NH:8] |f:0.1|. Procedure: A mixture of 1.05 g of aminoguanidine hydrogencarbonate in 23 ml of water and 70 ml of dioxane was made acid to pH 3 with 3N HCl. A solution of 2.08 g of (E)-3β,14β-dihydroxy-5β-pregn-20-ene-21-carboxaldehyde (Fullerton D. S. et al., J. Med. Chem., 1976, 19, 1330) in 20 ml of dioxane was added at room temperature. After 3 days the mixture was evaporated to dryness under reduced pressure. The crude product was purified by flash chromatography (SiO2) using chloroform/methanol/28% ammonium hydroxid... Reactants: CCN=C=NCCCN(C)C (WSC), N(=[N+]=[N-])C1=CC=C(C(=O)O)C=C1 (4-Azidobenzoic acid), C=1C=CC2=C(C1)N=NN2O (HOBt), NCCN1CCCCC1 (N-(2-aminoethyl)piperidine). Run in CN(C)C=O (DMF), C(C)#N (acetonitrile). Reaction conditions: time 3 hour. Product: N(=[N+]=[N-])C1=CC=C(C(=O)NCCN2CCCCC2)C=C1 (4-azido-N-(2-piperidin-1-ylethyl)benzamide). Reaction SMILES: [N:1]([C:4]1[CH:12]=[CH:11][C:7]([C:8]([OH:10])=O)=[CH:6][CH:5]=1)=[N+:2]=[N-:3].C1C=CC2N(O)N=NC=2C=1.[NH2:23][CH2:24][CH2:25][N:26]1[CH2:31][CH2:30][CH2:29][CH2:28][CH2:27]1.CCN=C=NCCCN(C)C>C(#N)C.CN(C=O)C>[N:1]([C:4]1[CH:5]=[CH:6][C:7]([C:8]([NH:23][CH2:24][CH2:25][N:26]2[CH2:31][CH2:30][CH2:29][CH2:28][CH2:27]2)=[O:10])=[CH:11][CH:12]=1)=[N+:2]=[N-:3]. Procedure details: 4-Azidobenzoic acid (858 mg, 5.15 mmol), HOBt (704 mg, 5.15 mmol, 1.0 eq.) and N-(2-aminoethyl)piperidine (0.788 ml, 5.41 mmol, 1.05 eq.) were dissolved in acetonitrile (6 ml) and DMF (6 ml), WSC (1.21 g, 6.19 mmol, 1.2 eq.) was added, and the mixture was stirred at room temperature for 3 hr. The reaction mixture was concentrated, dissolved in ethyl acetate (50 ml) and washed with 5% aqueous sodium carbonate solution and saturated brine. The aqueous layers were each extracted with ethyl acetate ...